This data is from the Open Reaction Database (ORD), a public repository of structured organic reaction records. The task is: describe an organic reaction: reactants, conditions, products, and yield Starting materials: C(C)(C)(C)OC(=O)NCCSC1=CC(=CC=C1)C(OC1CCN(CC1)C)C1=NC2=C(N1)C=CC=C2 (N-tert-butoxycarbonyl-2-{3-[(1H-benzimidazol-2-yl)(1-methylpiperidin-4-yloxy)methyl]phenylsulfanyl}ethylamine), FC(C(=O)O)(F)F (trifluoroacetic acid), [OH-].[Na+] (sodium hydroxide), O (Water). Run in ClCCl (dichloromethane). Conditions: time 24 hour. The product is N1C(=NC2=C1C=CC=C2)C(C=2C=C(C=CC2)SCCN)OC2CCN(CC2)C (2-{3-[(1H-benzimidazol-2-yl)(1-methylpiperidin-4-yloxy)methyl]phenylsulfanyl}ethylamine). Reaction SMILES: C(OC([NH:8][CH2:9][CH2:10][S:11][C:12]1[CH:17]=[CH:16][CH:15]=[C:14]([CH:18]([C:27]2[NH:31][C:30]3[CH:32]=[CH:33][CH:34]=[CH:35][C:29]=3[N:28]=2)[O:19][CH:20]2[CH2:25][CH2:24][N:23]([CH3:26])[CH2:22][CH2:21]2)[CH:13]=1)=O)(C)(C)C.FC(F)(F)C(O)=O.O.[OH-].[Na+]>ClCCl>[NH:28]1[C:29]2[CH:35]=[CH:34][CH:33]=[CH:32][C:30]=2[N:31]=[C:27]1[CH:18]([O:19][CH:20]1[CH2:25][CH2:24][N:23]([CH3:26])[CH2:22][CH2:21]1)[C:14]1[CH:13]=[C:12]([S:11][CH2:10][CH2:9][NH2:8])[CH:17]=[CH:16][CH:15]=1 |f:3.4|. Reported procedure: To a solution of N-tert-butoxycarbonyl-2-{3-[(1H-benzimidazol-2-yl)(1-methylpiperidin-4-yloxy)methyl]phenylsulfanyl}ethylamine in dichloromethane (2 mL) is added trifluoroacetic acid (0.5 ml) at room temperature. The mixture is stirred at room temperature for 24 h. Water is added and the mixture is basified by adding a solution of sodium hydroxide. The aqueous phase is extracted by ethyl acetate. The organic phase is washed by water, then dried over magnesium sulfate and concentrated. The residu...